Dataset: the Open Reaction Database (ORD), a public repository of structured organic reaction records. Task: describe an organic reaction: reactants, conditions, products, and yield Reactants: Br[C@H]1[C@]([C@@H](O[C@@H]1COC(C)=O)N1C=NC=2C(N)=NC=NC12)(O)C(C)=O (3'-deoxy-3'-bromo-2',5'-O-diacetyladenosine), C(O)([O-])=O.[Na+] (sodium hydrogencarbonate), C([C@@H]1[C@@H]2[C@@H]([C@H]([C@H](O1)O[C@@H]3[C@H](O[C@@H]([C@@H]([C@H]3O)O)O[C@@H]4[C@H](O[C@@H]([C@@H]([C@H]4O)O)O[C@@H]5[C@H](O[C@@H]([C@@H]([C@H]5O)O)O[C@@H]6[C@H](O[C@@H]([C@@H]([C@H]6O)O)O[C@@H]7[C@H](O[C@@H]([C@@H]([C@H]7O)O)O[C@@H]8[C@H](O[C@H](O2)[C@@H]([C@H]8O)O)CO)CO)CO)CO)CO)CO)O)O)O (β-cyclodextrin). Run in O (water). Reaction conditions: time 2 hour. The product is C(C)(=O)OC[C@@H]1[C@H]([C@H]([C@@H](O1)N1C=NC=2C(N)=NC=NC12)O)Br (5'-O-acetyl-3'-deoxy-3'-bromoadenosine). The yield is 77.9%. As a reaction SMILES: C(O)[C@H]1O[C@@H]2O[C@H]3[C@H](O)[C@@H](O)[C@@H](O[C@H]4[C@H](O)[C@@H](O)[C@@H](O[C@H]5[C@H](O)[C@@H](O)[C@@H](O[C@H]6[C@H](O)[C@@H](O)[C@@H](O[C@H]7[C@H](O)[C@@H](O)[C@@H](O[C@H]8[C@H](O)[C@@H](O)[C@@H](O[C@H]1[C@H](O)[C@H]2O)O[C@@H]8CO)O[C@@H]7CO)O[C@@H]6CO)O[C@@H]5CO)O[C@@H]4CO)O[C@@H]3CO.[Br:78][C@@H:79]1[C@@H:83]([CH2:84][O:85][C:86](=[O:88])[CH3:87])[O:82][C@@H:81]([N:89]2[C:98]3[N:97]=[CH:96][N:95]=[C:93]([NH2:94])[C:92]=3[N:91]=[CH:90]2)[C@:80]1(C(=O)C)[OH:99].C(=O)([O-])O.[Na+]>O>[C:86]([O:85][CH2:84][C@H:83]1[O:82][C@@H:81]([N:89]2[C:98]3[N:97]=[CH:96][N:95]=[C:93]([NH2:94])[C:92]=3[N:91]=[CH:90]2)[C@H:80]([OH:99])[C@@H:79]1[Br:78])(=[O:88])[CH3:87] |f:2.3|. Procedure: After 50 g of β-cyclodextrin was added to 1 liter of water, the mixture was heated to completely dissolve. The solution was cooled to room temperature and 10 g of 3'-deoxy-3'-bromo-2',5'-O-diacetyladenosine was then added to the solution, and 2.5 g of sodium hydrogencarbonate was added to the mixture over 1 hour. After stirring was continued for further 2 hours, the reaction mixture was extracted 3 times with 500 ml of ethyl acetate. The solvent was distilled off to give 7 g (yield, 78%) of 5'-O... The reactants are C(C)(=O)OC(C(CC1=CC(=C(C=C1)OC)OC)[N+](=O)[O-])CCC(C1=CC(=C(C=C1)OC)OC)(C(C)C)C#N (O-acetyl-1-(3,4-dimethoxyphenyl)-2-nitro-6-cyano-6-(prop-2-yl)-6-(3,4-dimethoxyphenyl)hexan-3-ol), Cl (HCl), O (water), 7(A), [BH4-].[Na+] (NaBH4). Solvent: C(C)(C)O (isopropanol). Yields the product COC=1C=C(C=CC1OC)CC(CCCC(C1=CC(=C(C=C1)OC)OC)(C(C)C)C#N)[N+](=O)[O-] (1-(3,4-dimethoxyphenyl)-2-nitro-6-cyano-6-(prop-2-yl)-6-(3,4-dimethoxyphenyl)hexane). RXN SMILES: C(O[CH:5]([CH2:21][CH2:22][C:23]([C:37]#[N:38])([CH:34]([CH3:36])[CH3:35])[C:24]1[CH:29]=[CH:28][C:27]([O:30][CH3:31])=[C:26]([O:32][CH3:33])[CH:25]=1)[CH:6]([N+:18]([O-:20])=[O:19])[CH2:7][C:8]1[CH:13]=[CH:12][C:11]([O:14][CH3:15])=[C:10]([O:16][CH3:17])[CH:9]=1)(=O)C.[BH4-].[Na+].Cl.O>C(O)(C)C>[CH3:17][O:16][C:10]1[CH:9]=[C:8]([CH2:7][CH:6]([N+:18]([O-:20])=[O:19])[CH2:5][CH2:21][CH2:22][C:23]([C:37]#[N:38])([CH:34]([CH3:36])[CH3:35])[C:24]2[CH:29]=[CH:28][C:27]([O:30][CH3:31])=[C:26]([O:32][CH3:33])[CH:25]=2)[CH:13]=[CH:12][C:11]=1[O:14][CH3:15] |f:1.2|. Reported procedure: The reaction mixture containing 1-(3,4-dimethoxyphenyl)-2-nitro-3-acetoxy-6-cyano-6-(i-propyl)-6-(3,4-dimethoxyphenyl)hexane (9) prepared in Preparation 7(A) was cooled to room temperature and diluted with isopropanol (350 mL). Solid NaBH4 (15 g, 0.4 mol) was added over 15 minutes at 25° C. The mixture was then heated to reflux (about 40° C.) for 15 hours, then cooled to 5° C. A solution of 10% HCl (30 mL) was slowly added, followed by water (100 mL). The organic layer was extracted, washed with... Reactants: Cl (hydrochloric acid), C(C)C1=CC2=C(N(C(N(C2=O)CC(=O)C2=CC=C(C=C2)OC)=O)CC2=CC=C(C=C2)C2=C(C=CC=C2)C2=NOC(N2)=O)S1 (6-ethyl-3-[2-(4-methoxyphenyl)-2-oxoethyl]-1-{[2′-(5-oxo-4,5-dihydro-1,2,4-oxadiazol-3-yl)biphenyl-4-yl]methyl}thieno[2,3-d]pyrimidine-2,4(1H,3H)-dione), Cl.NOCC1=CC=CC=C1 ([(aminooxy)methyl]benzene hydrochloride), N1=CC=CC=C1 (pyridine). Isolated yield 51.0%. Reaction conditions: temperature 100 celsius, time 16 hour. The solvent is O (water), C(Cl)(Cl)Cl (chloroform), C(C)O (ethanol). Reported procedure: A mixture of 6-ethyl-3-[2-(4-methoxyphenyl)-2-oxoethyl]-1-{[2′-(5-oxo-4,5-dihydro-1,2,4-oxadiazol-3-yl)biphenyl-4-yl]methyl}thieno[2,3-d]pyrimidine-2,4(1H,3H)-dione (0.2 g), [(aminooxy)methyl]benzene hydrochloride (0.066 g), pyridine (10 mL) and ethanol (10 mL) was stirred at 100° C. for 16 hr. To the reaction mixture were added chloroform and water, and the mixture was adjusted to pH 4 with 1N hydrochloric acid. The chloroform layer was washed with saturated brine, and dried over anhydrous magn... Reaction SMILES: [CH2:1]([C:3]1[S:43][C:6]2[N:7]([CH2:24][C:25]3[CH:30]=[CH:29][C:28]([C:31]4[CH:36]=[CH:35][CH:34]=[CH:33][C:32]=4[C:37]4[NH:41][C:40](=[O:42])[O:39][N:38]=4)=[CH:27][CH:26]=3)[C:8](=[O:23])[N:9]([CH2:12][C:13]([C:15]3[CH:20]=[CH:19][C:18]([O:21][CH3:22])=[CH:17][CH:16]=3)=O)[C:10](=[O:11])[C:5]=2[CH:4]=1)[CH3:2].Cl.[NH2:45][O:46][CH2:47][C:48]1[CH:53]=[CH:52][CH:51]=[CH:50][CH:49]=1.N1C=CC=CC=1.Cl>O.C(Cl)(Cl)Cl.C(O)C>[CH2:47]([O:46][N:45]=[C:13]([C:15]1[CH:16]=[CH:17][C:18]([O:21][CH3:22])=[CH:19][CH:20]=1)[CH2:12][N:9]1[C:10](=[O:11])[C:5]2[CH:4]=[C:3]([CH2:1][CH3:2])[S:43][C:6]=2[N:7]([CH2:24][C:25]2[CH:30]=[CH:29][C:28]([C:31]3[CH:36]=[CH:35][CH:34]=[CH:33][C:32]=3[C:37]3[NH:41][C:40](=[O:42])[O:39][N:38]=3)=[CH:27][CH:26]=2)[C:8]1=[O:23])[C:48]1[CH:53]=[CH:52][CH:51]=[CH:50][CH:49]=1 |f:1.2|. Product: C(C1=CC=CC=C1)ON=C(CN1C(N(C2=C(C1=O)C=C(S2)CC)CC2=CC=C(C=C2)C2=C(C=CC=C2)C2=NOC(N2)=O)=O)C2=CC=C(C=C2)OC (3-[[(benzyloxy)imino]-2-(4-methoxyphenyl)ethyl]-6-ethyl-1-{[2′-(5-oxo-4,5-dihydro-1,2,4-oxadiazol-3-yl)biphenyl-4-yl]methyl}thieno[2,3-d]pyrimidine-2,4(1H,3H)-dione), mixture. Reactants: C(Cl)Cl (CH2Cl2), ClC1=NC2=C(C=CC=C2C=C1)[N+](=O)[O-] (2-chloro-8-nitroquinoline), FC=1C=C(C=C(C1)C(F)(F)F)B(O)O (3-fluoro-5-(trifluoromethyl)phenylboronic acid), [O-]P(=O)([O-])[O-].[K+].[K+].[K+] (K3PO4). Reagents/catalysts: C1=CC=C(C=C1)P([C-]2C=CC=C2)C3=CC=CC=C3.C1=CC=C(C=C1)P([C-]2C=CC=C2)C3=CC=CC=C3.Cl[Pd]Cl.[Fe+2] (Pd(dppf)Cl2). Solvent: O (water), CN(C)C=O (DMF). Reaction conditions: temperature 125 celsius. Yields the product FC=1C=C(C=C(C1)C(F)(F)F)C1=NC2=C(C=CC=C2C=C1)[N+](=O)[O-] (2-(3-fluoro-5-(trifluoromethyl)phenyl)-8-nitroquinoline). As a reaction SMILES: Cl[C:2]1[CH:11]=[CH:10][C:9]2[C:4](=[C:5]([N+:12]([O-:14])=[O:13])[CH:6]=[CH:7][CH:8]=2)[N:3]=1.[F:15][C:16]1[CH:17]=[C:18](B(O)O)[CH:19]=[C:20]([C:22]([F:25])([F:24])[F:23])[CH:21]=1.[O-]P([O-])([O-])=O.[K+].[K+].[K+].C(Cl)Cl>CN(C=O)C.O.C1C=CC(P(C2C=CC=CC=2)[C-]2C=CC=C2)=CC=1.C1C=CC(P(C2C=CC=CC=2)[C-]2C=CC=C2)=CC=1.Cl[Pd]Cl.[Fe+2]>[F:15][C:16]1[CH:17]=[C:18]([C:2]2[CH:11]=[CH:10][C:9]3[C:4](=[C:5]([N+:12]([O-:14])=[O:13])[CH:6]=[CH:7][CH:8]=3)[N:3]=2)[CH:19]=[C:20]([C:22]([F:23])([F:24])[F:25])[CH:21]=1 |f:2.3.4.5,9.10.11.12|. Procedure details: A mixture of 2-chloro-8-nitroquinoline (0.580 g, 2.78 mmol), 3-fluoro-5-(trifluoromethyl)phenylboronic acid (0.675 g, 3.22 mmol), K3PO4 (1.1 g, 5.2 mmol), and Pd(dppf)Cl2.CH2Cl2 (0.10 g, 0.122 mmol) in DMF (3 mL) and water (1 mL) was microwave heated (125° C.×1 Hour). The mixture was filtered over celite and the celite cake was washed with ethyl acetate (30 mL). The filtrate was combined with 60 mL aqueous saturated sodium bicarbonate solution and the mixture was extracted with ethyl acetate (3×... Reactants: IC1=CC=C(C=C1)C (p-iodotoluene), C([O-])([O-])=O.[Na+].[Na+] (sodium carbonate), NC1=CC=C(C=C2C3=C(C=CC4=C2C=CC=C4)C=CC=C3)C=C1 (5-(4-aminobenzylidene)-5H-dibenzo[a,d]cycloheptene). Reagents/catalysts: [Cu] (copper). Run in ClC1=C(C=CC=C1)Cl (o-dichlorobenzene). Conditions: time 7 hour. Yields the product C1(=CC=C(C=C1)N(C1=CC=C(C=C2C3=C(C=CC4=C2C=CC=C4)C=CC=C3)C=C1)C1=CC=C(C=C1)C)C (5-[4-(di-p-tolylamino)benzylidene)-5H-dibenzo[a,d]cyclo heptene). The yield is 149.9%. RXN SMILES: [NH2:1][C:2]1[CH:23]=[CH:22][C:5]([CH:6]=[C:7]2[C:13]3[CH:14]=[CH:15][CH:16]=[CH:17][C:12]=3[CH:11]=[CH:10][C:9]3[CH:18]=[CH:19][CH:20]=[CH:21][C:8]2=3)=[CH:4][CH:3]=1.I[C:25]1[CH:30]=[CH:29][C:28]([CH3:31])=[CH:27][CH:26]=1.C(=O)([O-])[O-].[Na+].[Na+]>[Cu].ClC1C=CC=CC=1Cl>[C:28]1([CH3:31])[CH:29]=[CH:30][C:25]([N:1]([C:2]2[CH:23]=[CH:22][C:5]([CH3:6])=[CH:4][CH:3]=2)[C:2]2[CH:23]=[CH:22][C:5]([CH:6]=[C:7]3[C:8]4[CH:21]=[CH:20][CH:19]=[CH:18][C:9]=4[CH:10]=[CH:11][C:12]4[CH:17]=[CH:16][CH:15]=[CH:14][C:13]3=4)=[CH:4][CH:3]=2)=[CH:26][CH:27]=1 |f:2.3.4|. Reported procedure: To 30 ml of o-dichlorobenzene, were added 7.90 g (26.7 mmol) of the 5-(4-aminobenzylidene)-5H-dibenzo[a,d]cycloheptene previously obtained, 22.0 g (101 mmol) of p-iodotoluene, 11.0 g (79.6 mmol) of anhydrous sodium carbonate and 2.2 g of copper powder. The mixture was refluxed with stirring for 7 hours in an oil bath kept at around 190° C. After the reaction was completed, the reaction was subjected to suction filtration and the filtrate was successively washed with an aqueous 35% sodium thiosul...